From a dataset of the Open Reaction Database (ORD), a public repository of structured organic reaction records. describe an organic reaction: reactants, conditions, products, and yield The reactants are C(C)(=O)N1CCCC1 (N-acetylpyrrolidine), C(C)(=O)N1CCCC1 (N-acetylpyrrolidine), CO (methanol). The reagents and catalysts are F[B-](F)(F)F.C[N+](C)(C)C (tetramethylammonium tetrafluoroborate). Yields the product C(C)(=O)N1C(CCC1)OC (1-acetyl-2-methoxypyrrolidine). As a reaction SMILES: [C:1]([N:4]1[CH2:8][CH2:7][CH2:6][CH2:5]1)(=[O:3])[CH3:2].[CH3:9][OH:10]>F[B-](F)(F)F.C[N+](C)(C)C>[C:1]([N:4]1[CH2:8][CH2:7][CH2:6][CH:5]1[O:10][CH3:9])(=[O:3])[CH3:2] |f:2.3|. Reported procedure: In the same manner as indicated in Example 6 there are electrolyzed 19.6 g of N-acetylpyrrolidine and 55.6 of methanol in the presence of 0.28 g of tetramethylammonium tetrafluoroborate as conducting salt. After throughput of 2.0 Faraday per mol of N-acetylpyrrolidine the current is switched off. The calculated mean cell voltage is 32.7 volts. Work-up of the electrolysis solution gives 19.9 g of 1-acetyl-2-methoxypyrrolidine (boiling point 53° C./0.1 mbar; nD25 =1.4674), which corresponds to a p... The reactants are CC(=O)O[BH-](OC(C)=O)OC(C)=O, CCc1nc2ccccc2n1-c1nc(N2CCOCC2)c2nc(C=O)n(C)c2n1, [Na+], C1CN(C2COC2)CCN1. The product is CCc1nc2ccccc2n1-c1nc(N2CCOCC2)c2nc(CN3CCN(C4COC4)CC3)n(C)c2n1. RXN SMILES: [C:40]([O:41][BH-:42]([O:43][C:44](=[O:45])[CH3:46])[O:47][C:48](=[O:49])[CH3:50])(=[O:51])[CH3:52].[CH2:1]([CH3:2])[c:3]1[n:4][c:5]2[c:6]([n:7]1-[c:8]1[n:9][c:10]([N:20]3[CH2:21][CH2:22][O:23][CH2:24][CH2:25]3)[c:11]3[n:12][c:13]([CH:18]=[O:19])[n:14]([CH3:17])[c:15]3[n:16]1)[cH:26][cH:27][cH:28][cH:29]2.[Na+:53].[O:30]1[CH2:31][CH:32]([N:34]2[CH2:35][CH2:36][NH:37][CH2:38][CH2:39]2)[CH2:33]1>>[CH2:1]([CH3:2])[c:3]1[n:4][c:5]2[c:6]([n:7]1-[c:8]1[n:9][c:10]([N:20]3[CH2:21][CH2:22][O:23][CH2:24][CH2:25]3)[c:11]3[n:12][c:13]([CH2:18][N:37]4[CH2:36][CH2:35][N:34]([CH:32]5[CH2:31][O:30][CH2:33]5)[CH2:39][CH2:38]4)[n:14]([CH3:17])[c:15]3[n:16]1)[cH:26][cH:27][cH:28][cH:29]2. Starting materials: NC1CCCC1, [Cl-], CC(C)N(C)c1cc2c(cc1Cl)NC(=O)CC(c1cccc(-n3nncc3CO)c1)=N2, ClCCl, CN(C)C=O, O=S(Cl)Cl. The product is CC(C)N(C)c1cc2c(cc1Cl)NC(=O)CC(c1cccc(-n3nncc3CNC3CCCC3)c1)=N2. As a reaction SMILES: [CH:37]1([NH2:42])[CH2:38][CH2:39][CH2:40][CH2:41]1.[Cl-:36].[Cl:1][c:2]1[c:3]([N:27]([CH3:28])[CH:29]([CH3:30])[CH3:31])[cH:4][c:5]2[c:6]([cH:26]1)[NH:7][C:8](=[O:25])[CH2:9][C:10]([c:12]1[cH:13][c:14](-[n:18]3[n:19][n:20][cH:21][c:22]3[CH2:23][OH:24])[cH:15][cH:16][cH:17]1)=[N:11]2.[Cl:43][CH2:44][Cl:45].[O:46]=[CH:47][N:48]([CH3:49])[CH3:50].[S:32]([Cl:33])([Cl:34])=[O:35]>>[Cl:1][c:2]1[c:3]([N:27]([CH3:28])[CH:29]([CH3:30])[CH3:31])[cH:4][c:5]2[c:6]([cH:26]1)[NH:7][C:8](=[O:25])[CH2:9][C:10]([c:12]1[cH:13][c:14](-[n:18]3[n:19][n:20][cH:21][c:22]3[CH2:23][NH:42][CH:37]3[CH2:38][CH2:39][CH2:40][CH2:41]3)[cH:15][cH:16][cH:17]1)=[N:11]2. Reactants: CCO, COc1scc(C)c1-c1nc2ccc(C(C)(C)CN)cc2[nH]1, O, O. Yields the product COc1scc(C)c1-c1nc2ccc(C(C)(C)CNC=O)cc2[nH]1. Reaction SMILES: [CH2:24]([CH3:25])[OH:26].[NH2:1][CH2:2][C:3]([CH3:4])([CH3:5])[c:6]1[cH:7][c:8]2[c:9]([n:10][c:11](-[c:13]3[c:14]([O:19][CH3:20])[s:15][cH:16][c:17]3[CH3:18])[nH:12]2)[cH:21][cH:22]1.[OH2:23].[OH2:27]>>[NH:1]([CH2:2][C:3]([CH3:4])([CH3:5])[c:6]1[cH:7][c:8]2[c:9]([n:10][c:11](-[c:13]3[c:14]([O:19][CH3:20])[s:15][cH:16][c:17]3[CH3:18])[nH:12]2)[cH:21][cH:22]1)[CH:24]=[O:26]. Starting materials: CCOC(=O)C(Br)c1ccc2cc(OC)ccc2c1, CC(C)=O, [I-], [Na+]. The product is CCOC(=O)C(I)c1ccc2cc(OC)ccc2c1. As a reaction SMILES: [Br:1][CH:2]([C:3](=[O:4])[O:5][CH2:6][CH3:7])[c:8]1[cH:9][c:10]2[cH:11][cH:12][c:13]([O:18][CH3:19])[cH:14][c:15]2[cH:16][cH:17]1.[CH3:22][C:23](=[O:24])[CH3:25].[I-:21].[Na+:20]>>[CH:2]([C:3](=[O:4])[O:5][CH2:6][CH3:7])([c:8]1[cH:9][c:10]2[cH:11][cH:12][c:13]([O:18][CH3:19])[cH:14][c:15]2[cH:16][cH:17]1)[I:21].